This data is from the Open Reaction Database (ORD), a public repository of structured organic reaction records. The task is: describe an organic reaction: reactants, conditions, products, and yield Reactants: COCCBr, COc1cc2[nH]cc(-c3cc4cccnc4n3S(=O)(=O)c3ccc(C)cc3)c2cc1OC, CN(C)C=O, CCOC(C)=O, [H-], [Na+], O. The product is COCCn1cc(-c2cc3cccnc3n2S(=O)(=O)c2ccc(C)cc2)c2cc(OC)c(OC)cc21. Reaction SMILES: [CH3:35][O:36][CH2:37][CH2:38][Br:39].[CH3:3][O:4][c:5]1[cH:6][c:7]2[c:8](-[c:16]3[cH:17][c:18]4[c:19]([n:20][cH:21][cH:22][cH:23]4)[n:24]3[S:25](=[O:26])(=[O:27])[c:28]3[cH:29][cH:30][c:31]([CH3:34])[cH:32][cH:33]3)[cH:9][nH:10][c:11]2[cH:12][c:13]1[O:14][CH3:15].[CH3:41][N:42]([CH3:43])[CH:44]=[O:45].[CH3:46][CH2:47][O:48][C:49](=[O:50])[CH3:51].[H-:1].[Na+:2].[OH2:40]>>[CH3:3][O:4][c:5]1[cH:6][c:7]2[c:8](-[c:16]3[cH:17][c:18]4[c:19]([n:20][cH:21][cH:22][cH:23]4)[n:24]3[S:25](=[O:26])(=[O:27])[c:28]3[cH:29][cH:30][c:31]([CH3:34])[cH:32][cH:33]3)[cH:9][n:10]([CH2:38][CH2:37][O:36][CH3:35])[c:11]2[cH:12][c:13]1[O:14][CH3:15]. Reactants: CC(=O)CC[NH+]1CCCCCC1.[Cl-] (TG-1), CC(C)S[C@H]1[C@@H]([C@H]([C@H]([C@H](O1)CO)O)O)O (IPTG), 2, C1=CC(=CC=C1[C@H]([C@@H](CO)NC(=O)C(Cl)Cl)O)[N+](=O)[O-] (chloramphenicol), CC(C)S[C@H]1[C@@H]([C@H]([C@H]([C@H](O1)CO)O)O)O (IPTG). Yields the product C1=CC2=C(C=C1)NC=C2CCCC(=O)O (IBA). RXN SMILES: [CH3:1][C:2]([CH2:4][CH2:5][NH+:6]1[CH2:12][CH2:11][CH2:10][CH2:9][CH2:8][CH2:7]1)=O.[Cl-].C1C([C@@H](O)[C@H](N[C:25]([CH:27](Cl)Cl)=[O:26])CO)=CC=C([N+]([O-])=O)C=1.CC(S[C@@H]1[O:43][C@H](CO)[C@H](O)[C@H](O)[C@H]1O)C>>[CH:9]1[CH:10]=[CH:11][C:12]2[NH:6][CH:5]=[C:4]([CH2:2][CH2:1][CH2:27][C:25]([OH:43])=[O:26])[C:7]=2[CH:8]=1 |f:0.1|. Procedure: The expression of the TG-1 F cells on pMORPHx9-FS-coded Fab fragments in E. coli was performed in shaking bottle cultures with 0.75 l of 2×TY medium and 34 μg/ml of chloramphenicol. After induction with 0.75 mmol of IPTG, the cells were cultivated for 16 hours at 30° C. As an alternative, Fab clones, which had been obtained from the second maturation pool 2, were induced with 0.1 mmol of IPTG and then cultivated at 22° C. Periplasmatic extracts from cell pellets were produced by osmotic shock, a...